Dataset: the Open Reaction Database (ORD), a public repository of structured organic reaction records. Task: describe an organic reaction: reactants, conditions, products, and yield Starting materials: [H-].[H-].[H-].[H-].[Li+].[Al+3] (LAH), ClC1=CC=C(C=C1)N1C(=C(C=C1)C(F)(F)F)C(=O)OC (methyl 1-(4-chlorophenyl)-3-(trifluoromethyl)-1H-pyrrole-2-carboxylate), ClC1=CC=C(C=C1)N1C(=C(C=C1)C(C(F)(F)F)(F)F)C(=O)OC (methyl 1-(4-chlorophenyl)-3-(perfluoroethyl)-1H-pyrrole-2-carboxylate). The solvent is O1CCCC1 (tetrahydrofuran). Conditions: temperature 0 celsius, time 2 hour. The product is ClC1=CC=C(C=C1)N1C(=C(C=C1)C(F)(F)F)CO ([1-(4-chlorophenyl)-3-(trifluoromethyl)-1H-pyrrol-2-yl]methanol), ClC1=CC=C(C=C1)N1C(=C(C=C1)C(C(F)(F)F)(F)F)CO ((1-(4-chlorophenyl)-3-(perfluoroethyl)-1H-pyrrol-2-yl)methanol). RXN SMILES: [Cl:1][C:2]1[CH:7]=[CH:6][C:5]([N:8]2[CH:12]=[CH:11][C:10]([C:13]([F:16])([F:15])[F:14])=[C:9]2[C:17](OC)=[O:18])=[CH:4][CH:3]=1.[Cl:21][C:22]1[CH:27]=[CH:26][C:25]([N:28]2[CH:32]=[CH:31][C:30]([C:33]([F:39])([F:38])[C:34]([F:37])([F:36])[F:35])=[C:29]2[C:40](OC)=[O:41])=[CH:24][CH:23]=1.[H-].[H-].[H-].[H-].[Li+].[Al+3]>O1CCCC1>[Cl:1][C:2]1[CH:3]=[CH:4][C:5]([N:8]2[CH:12]=[CH:11][C:10]([C:13]([F:14])([F:15])[F:16])=[C:9]2[CH2:17][OH:18])=[CH:6][CH:7]=1.[Cl:21][C:22]1[CH:23]=[CH:24][C:25]([N:28]2[CH:32]=[CH:31][C:30]([C:33]([F:38])([F:39])[C:34]([F:36])([F:37])[F:35])=[C:29]2[CH2:40][OH:41])=[CH:26][CH:27]=1 |f:2.3.4.5.6.7|. Procedure details: Into a 25-mL round-bottom flask, was placed methyl 1-(4-chlorophenyl)-3-(trifluoromethyl)-1H-pyrrole-2-carboxylate and methyl 1-(4-chlorophenyl)-3-(perfluoroethyl)-1H-pyrrole-2-carboxylate (200 mg, 0.66 mmol, 1.00 equiv), LAH (50 mg, 1.32 mmol, 2.00 equiv) and tetrahydrofuran (5 mL). The resulting solution was stirred for 2 h at 0° C. in a water/ice bath. The reaction was then quenched by the addition of 3 mL of water. The resulting solution was extracted with ethyl acetate (5×10 mL) and the org... The reactants are COC(C1=C(C=NC=C1NC1=C(C=CC=C1)F)Br)=O (3-Bromo-5-(2-fluoro-phenylamino)-isonicotinic acid methyl ester), C(=O)([O-])[O-].[K+].[K+] (K2CO3), FC1=C(C=CC=C1)B(O)O (2-fluorophenylboronic acid), COC=1C=CC=C(C1C=2C=CC=CC2P(C3CCCCC3)C4CCCCC4)OC (S-Phos). The reagents and catalysts are CC(=O)[O-].CC(=O)[O-].[Pd+2] (Pd(OAc)2). Solvent: O1CCOCC1.O (dioxane H2O), CCOC(=O)C (EtOAc). Conditions: temperature 100 celsius, time 8 hour. Yields the product COC(C1=C(C=NC=C1NC1=C(C=CC=C1)F)C1=C(C=CC=C1)F)=O (3-(2-Fluoro-phenyl)-5-(2-fluoro-phenylamino)-isonicotinic acid methyl ester). Isolated yield 52.0%. RXN SMILES: [CH3:1][O:2][C:3](=[O:19])[C:4]1[C:9]([NH:10][C:11]2[CH:16]=[CH:15][CH:14]=[CH:13][C:12]=2[F:17])=[CH:8][N:7]=[CH:6][C:5]=1Br.[F:20][C:21]1[CH:26]=[CH:25][CH:24]=[CH:23][C:22]=1B(O)O.COC1C=CC=C(OC)C=1C1C=CC=CC=1P(C1CCCCC1)C1CCCCC1.C([O-])([O-])=O.[K+].[K+]>O1CCOCC1.O.CCOC(C)=O.CC([O-])=O.CC([O-])=O.[Pd+2]>[CH3:1][O:2][C:3](=[O:19])[C:4]1[C:9]([NH:10][C:11]2[CH:16]=[CH:15][CH:14]=[CH:13][C:12]=2[F:17])=[CH:8][N:7]=[CH:6][C:5]=1[C:22]1[CH:23]=[CH:24][CH:25]=[CH:26][C:21]=1[F:20] |f:3.4.5,6.7,9.10.11|. Procedure details: 3-Bromo-5-(2-fluoro-phenylamino)-isonicotinic acid methyl ester (1.25 g, 3.84 mmol), 2-fluorophenylboronic acid (0.81 g, 5.77 mmol), Pd(OAc)2 (30 mg, 0.12 mmol), S-Phos (90 mg, 0.24 mmol), and K2CO3 (1.6 g, 11.5 mmol) were suspended in dioxane/H2O (9 mL, 9/1, v/v) and stirred overnight at 100° C. The reaction solution was diluted with EtOAc, and filtered through an Extrelut column. The column was washed with EtOAc, and the filtrate was concentrated. The crude product was purified via Biotage elu...